From a dataset of the Open Reaction Database (ORD), a public repository of structured organic reaction records. describe an organic reaction: reactants, conditions, products, and yield The reactants are FC1=C(C=CC(=C1)F)[C@]1(OC1)[C@H](C)O ((1S)-1-[(2R)-2-(2,4-difluorophenyl)-2-oxiranyl]ethanol), N1N=NC=C1 (1H-1,2,3-triazole). Product: FC1=C(C=CC(=C1)F)[C@]1(OC1)[C@@H](C)N1N=CC=N1 ((2S)-2-(2,4-difluorophenyl)-2-[(1R)-1-(2H-1,2,3-triazol-2-yl) ethyl]oxirane). Reaction SMILES: [F:1][C:2]1[CH:7]=[C:6]([F:8])[CH:5]=[CH:4][C:3]=1[C@:9]1([C@@H:12](O)[CH3:13])[CH2:11][O:10]1.[NH:15]1[CH:19]=[CH:18][N:17]=[N:16]1>>[F:1][C:2]1[CH:7]=[C:6]([F:8])[CH:5]=[CH:4][C:3]=1[C@:9]1([C@H:12]([N:16]2[N:17]=[CH:18][CH:19]=[N:15]2)[CH3:13])[CH2:11][O:10]1. Procedure: Using (1S)-1-[(2R)-2-(2,4-difluorophenyl)-2-oxiranyl]ethanol (202 mg) and 1H-1,2,3-triazole (0.17 ml), (2S)-2-(2,4-difluorophenyl)-2-[(1R)-1-(2H-1,2,3-triazol-2-yl) ethyl]oxirane (172 mg) was obtained by the same way as in Reference Example 10. Reactants: C(=O)(O)C1CCN(CC1)C(=O)OCC (4-carboxy-1-ethoxycarbonylpiperidine), CN(C=O)C (N,N-dimethylformamide), S(=O)(Cl)Cl (thionyl chloride). Solvent: C1(=CC=CC=C1)C (toluene). Run at temperature 70 celsius, time 30 minute. Product: ClC(=O)C1CCN(CC1)C(=O)OCC (4-Chlorocarbonyl-1-ethoxycarbonylpiperidine). As a reaction SMILES: [C:1]([CH:4]1[CH2:9][CH2:8][N:7]([C:10]([O:12][CH2:13][CH3:14])=[O:11])[CH2:6][CH2:5]1)(O)=[O:2].CN(C)C=O.S(Cl)([Cl:22])=O>C1(C)C=CC=CC=1>[Cl:22][C:1]([CH:4]1[CH2:9][CH2:8][N:7]([C:10]([O:12][CH2:13][CH3:14])=[O:11])[CH2:6][CH2:5]1)=[O:2]. Reported procedure: A solution of 578.2 g of 4-carboxy-1-ethoxycarbonylpiperidine in 1200 ml of toluene is treated firstly with 1.0 g of N,N-dimethylformamide and then, at from 68° to 70° C. and within the space of 2 hours, with 369.0 g of thionyl chloride. The mixture is subsequently stirred at 70° C. for a further 30 min, after which the toluene is distilled off in vacuo and the residue is then degassed at RT for approximately 30 min under HV. This results in the title compound in the form of a weakly yellow oil ... Reactants: N1C(C2(C3=CC=CC=C13)COC=1C2=CC2=C(OCO2)C1)=O (spiro[furo[2,3-f][1,3]benzodioxole-7,3′-indol]-2′(1′H)-one), CN1CCNCC1 (N-methylpiperazine), C=O (formaldehyde). Solvent: CO (methanol). Product: CN1CCN(CC1)CN1C(C2(C3=CC=CC=C13)COC=1C2=CC2=C(OCO2)C1)=O (1′-[(4-methylpiperazin-1-yl)methyl]spiro[furo[2,3-f][1,3]benzodioxole-7,3′-indol]-2′(1′H)-one). The yield is 81.2%. RXN SMILES: [NH:1]1[C:9]2[C:4](=[CH:5][CH:6]=[CH:7][CH:8]=2)[C:3]2([C:13]3=[CH:14][C:15]4[O:19][CH2:18][O:17][C:16]=4[CH:20]=[C:12]3[O:11][CH2:10]2)[C:2]1=[O:21].[CH3:22][N:23]1[CH2:28][CH2:27][NH:26][CH2:25][CH2:24]1.[CH2:29]=O>CO>[CH3:22][N:23]1[CH2:28][CH2:27][N:26]([CH2:29][N:1]2[C:9]3[C:4](=[CH:5][CH:6]=[CH:7][CH:8]=3)[C:3]3([C:13]4=[CH:14][C:15]5[O:19][CH2:18][O:17][C:16]=5[CH:20]=[C:12]4[O:11][CH2:10]3)[C:2]2=[O:21])[CH2:25][CH2:24]1. Procedure: A stirred solution of spiro[furo[2,3-f][1,3]benzodioxole-7,3′-indol]-2′(1′H)-one (1.0 g, 3.6 mmol), N-methylpiperazine (3.6 g, 36.0 mmol) and formaldehyde (37% wt solution in water, 2.9 mL, 36.0 mmol) in methanol was refluxed for 20 h. The solution was concentrated in vacuo to dryness and recrystallized from ether in hexanes to afford the free base form of 1′-[(4-methylpiperazin-1-yl)methyl]spiro[furo[2,3-f][1,3]benzodioxole-7,3′-indol]-2′(1′H)-one as a pale orange solid (1.15 g, 81%). To a solu...